This data is from the Open Reaction Database (ORD), a public repository of structured organic reaction records. The task is: describe an organic reaction: reactants, conditions, products, and yield The reactants are ClC1=CC(=C(CN2N=CC3=CC(=CC=C23)\C=C/2\C(N(C(S2)=O)[C@H]2[C@@H](CNCC2)F)=O)C=C1)C(F)(F)F ((5Z)-5-({1-[4-chloro-2-(trifluoromethyl)benzyl]-1H-indazol-5-yl}methylidene)-3-[(trans)-3-fluoropiperidin-4-yl]-1,3-thiazolidine-2,4-dione), CC(=O)C (acetone). Product: ClC1=CC(=C(CN2N=CC3=CC(=CC=C23)\C=C/2\C(N(C(S2)=O)[C@H]2[C@@H](CN(CC2)C(C)C)F)=O)C=C1)C(F)(F)F ((5Z)-5-({1-[4-Chloro-2-(trifluoromethyl)benzyl]-1H-indazol-5-yl}methylidene)-3-[(trans)-3-fluoro-1-(1-methylethyl)piperidin-4-yl]-1,3-thiazolidine-2,4-dione). As a reaction SMILES: [Cl:1][C:2]1[CH:32]=[CH:31][C:5]([CH2:6][N:7]2[C:15]3[C:10](=[CH:11][C:12](/[CH:16]=[C:17]4/[C:18](=[O:30])[N:19]([C@@H:23]5[CH2:28][CH2:27][NH:26][CH2:25][C@H:24]5[F:29])[C:20](=[O:22])[S:21]/4)=[CH:13][CH:14]=3)[CH:9]=[N:8]2)=[C:4]([C:33]([F:36])([F:35])[F:34])[CH:3]=1.[CH3:37][C:38]([CH3:40])=O>>[Cl:1][C:2]1[CH:32]=[CH:31][C:5]([CH2:6][N:7]2[C:15]3[C:10](=[CH:11][C:12](/[CH:16]=[C:17]4/[C:18](=[O:30])[N:19]([C@@H:23]5[CH2:28][CH2:27][N:26]([CH:38]([CH3:40])[CH3:37])[CH2:25][C@H:24]5[F:29])[C:20](=[O:22])[S:21]/4)=[CH:13][CH:14]=3)[CH:9]=[N:8]2)=[C:4]([C:33]([F:36])([F:35])[F:34])[CH:3]=1. Reported procedure: (5Z)-5-({1-[4-Chloro-2-(trifluoromethyl)benzyl]-1H-indazol-5-yl}methylidene)-3-[(trans)-3-fluoro-1-(1-methylethyl)piperidin-4-yl]-1,3-thiazolidine-2,4-dione was prepared from (5Z)-5-({1-[4-chloro-2-(trifluoromethyl)benzyl]-1H-indazol-5-yl}methylidene)-3-[(trans)-3-fluoropiperidin-4-yl]-1,3-thiazolidine-2,4-dione (Example 273) and acetone (in place of formaldehyde) following General Procedure R2. Starting materials: BrB(Br)Br, COc1cc(Br)c(C)cc1C(=O)c1ccc(F)cc1, ClCCl. Yields the product Cc1cc(C(=O)c2ccc(F)cc2)c(O)cc1Br. Reaction SMILES: [B:20]([Br:21])([Br:22])[Br:23].[Br:1][c:2]1[cH:3][c:4]([O:18][CH3:19])[c:5]([C:9](=[O:10])[c:11]2[cH:12][cH:13][c:14]([F:17])[cH:15][cH:16]2)[cH:6][c:7]1[CH3:8].[Cl:24][CH2:25][Cl:26]>>[Br:1][c:2]1[cH:3][c:4]([OH:18])[c:5]([C:9](=[O:10])[c:11]2[cH:12][cH:13][c:14]([F:17])[cH:15][cH:16]2)[cH:6][c:7]1[CH3:8].